Dataset: the Open Reaction Database (ORD), a public repository of structured organic reaction records. Task: describe an organic reaction: reactants, conditions, products, and yield Reactants: BrCC=1C(=C(C(=O)OC)C=CC1S(=O)(=O)C)Cl (methyl 3-bromomethyl-2-chloro-4-methanesulfonylbenzoate), C1COCCOCCOCCOCCOCCO1 (18-crown-6), [C-]#N.[K+] (potassium cyanide). Run in C(C)#N (acetonitrile). Reaction conditions: time 72 hour. The product is ClC1=C(C(=O)OC)C=CC(=C1CC#N)S(=O)(=O)C (Methyl 2-chloro-3-cyanomethyl-4-methanesulfonylbenzoate). Yield: 97.4%. Reaction SMILES: Br[CH2:2][C:3]1[C:4]([Cl:17])=[C:5]([CH:10]=[CH:11][C:12]=1[S:13]([CH3:16])(=[O:15])=[O:14])[C:6]([O:8][CH3:9])=[O:7].C1OCCOCCOCCOCCOCCOC1.[C-:36]#[N:37].[K+]>C(#N)C>[Cl:17][C:4]1[C:3]([CH2:2][C:36]#[N:37])=[C:12]([S:13]([CH3:16])(=[O:15])=[O:14])[CH:11]=[CH:10][C:5]=1[C:6]([O:8][CH3:9])=[O:7] |f:2.3|. Reported procedure: 5.0 g of methyl 3-bromomethyl-2-chloro-4-methanesulfonylbenzoate was added to a solution of 0.4 g of 18-crown-6 and 1.9 g of potassium cyanide in 50 ml of acetonitrile. The mixture was stireed for 72 hours at room temperature. After filtering off the solid, water was added to the filtrate, and the mixture was extracted with chloroform. After washing the extract with water and drying it, the solvent was distilled off to obtain a crude product. The crude product was purified by short silica gel co... Reactants: CO, ClCCl, Cl, NCCc1c[nH]c2c(F)c(F)ccc12, O, O=Cc1cccc(Oc2ccncc2)c1. Product: Fc1ccc2c(CCNCc3cccc(Oc4ccncc4)c3)c[nH]c2c1F. As a reaction SMILES: [CH3:31][OH:32].[Cl:33][CH2:34][Cl:35].[ClH:30].[F:1][c:2]1[c:3]([F:14])[c:4]2[nH:5][cH:6][c:7]([CH2:8][CH2:9][NH2:10])[c:11]2[cH:12][cH:13]1.[OH2:36].[n:15]1[cH:16][cH:17][c:18]([O:21][c:22]2[cH:23][c:24]([CH:25]=[O:26])[cH:27][cH:28][cH:29]2)[cH:19][cH:20]1>>[F:1][c:2]1[c:3]([F:14])[c:4]2[nH:5][cH:6][c:7]([CH2:8][CH2:9][NH:10][CH2:25][c:24]3[cH:23][c:22]([O:21][c:18]4[cH:17][cH:16][n:15][cH:20][cH:19]4)[cH:29][cH:28][cH:27]3)[c:11]2[cH:12][cH:13]1. The reactants are C(CCl)Cl (EDC), C=1C=CC2=C(C1)N=NN2O (HOBT), C(#N)C1=CC=C(CNCCC2=CNC=N2)C=C1 (4-cyanobenzyl histamine), CN1CCOCC1 (NMM), ClC=1C=C(C(N(C1)CC1=CC(=CC=C1)Cl)=O)C(=O)O (5-Chloro-1-(3-chlorobenzyl)-2-oxo-1,2-dihydro-pyridine-3-carboxylic acid). Run in CN(C)C=O (DMF). Reaction conditions: time 18 hour. The product is C(#N)C1=CC=C(CN2C=NC=C2CCNC(=O)C=2C(N(C=C(C2)Cl)CC2=CC(=CC=C2)Cl)=O)C=C1 (5-chloro-1-(3-chlorobenzyl)-2-oxo-1,2-dihydro-pyridine-3-carboxylic acid {2-[3-(4-cyanobenzyl)-3H-imidazol-4-yl]ethyl }-amide). As a reaction SMILES: [Cl:1][C:2]1[CH:3]=[C:4]([C:17]([OH:19])=O)[C:5](=[O:16])[N:6]([CH2:8][C:9]2[CH:14]=[CH:13][CH:12]=[C:11]([Cl:15])[CH:10]=2)[CH:7]=1.C(Cl)CCl.C1C=CC2N(O)N=NC=2C=1.[C:34]([C:36]1[CH:50]=[CH:49][C:39]([CH2:40][NH:41][CH2:42][CH2:43][C:44]2[N:48]=CNC=2)=[CH:38][CH:37]=1)#[N:35].[CH3:51][N:52]1CCOC[CH2:53]1>CN(C=O)C>[C:34]([C:36]1[CH:37]=[CH:38][C:39]([CH2:40][N:41]2[C:42]([CH2:43][CH2:44][NH:48][C:17]([C:4]3[C:5](=[O:16])[N:6]([CH2:8][C:9]4[CH:14]=[CH:13][CH:12]=[C:11]([Cl:15])[CH:10]=4)[CH:7]=[C:2]([Cl:1])[CH:3]=3)=[O:19])=[CH:53][N:52]=[CH:51]2)=[CH:49][CH:50]=1)#[N:35]. Procedure details: 5-Chloro-1-(3-chlorobenzyl)-2-oxo-1,2-dihydro-pyridine-3-carboxylic acid (0.10 g, 0.335 mmol) was dissolved in DMF (10 mL) and treated with EDC (0.077 g, 0.402 mmol), HOBT (0.054 g, 0.402 mmol), 4-cyanobenzyl histamine (0.079 g, 0.352 mmol) and NMM (0.11 mL, 1.00 mmol) and stirred at ambient temperature for 18 hr. The reaction mixture was concentrated to remove the DMF, then partitioned between EtOAc and aq saturated NaHCO3 solution, the organic layer separated, washed with brine and dried (MgSO... Reactants: Cl, N#N, O, O=C(O)c1c(-c2cccc([N+](=O)[O-])c2)oc2ncnc(O)c12, c1ccc2ncccc2c1. Yields the product O=[N+]([O-])c1cccc(-c2cc3c(O)ncnc3o2)c1. RXN SMILES: [ClH:35].[N:33]#[N:34].[OH2:36].[OH:1][c:2]1[c:3]2[c:4]([n:5][cH:6][n:7]1)[o:8][c:9](-[c:14]1[cH:15][c:16]([N+:20](=[O:21])[O-:22])[cH:17][cH:18][cH:19]1)[c:10]2[C:11]([OH:12])=[O:13].[cH:23]1[cH:24][c:25]2[c:26]([n:27][cH:28][cH:29][cH:30]2)[cH:31][cH:32]1>>[OH:1][c:2]1[c:3]2[c:4]([n:5][cH:6][n:7]1)[o:8][c:9](-[c:14]1[cH:15][c:16]([N+:20](=[O:21])[O-:22])[cH:17][cH:18][cH:19]1)[cH:10]2. Starting materials: C(C)OC1=C(C=NC2=CC=C(C=C12)C=C1C(N=C(S1)SCC)=O)S(=O)(=O)C (5-(4-ethoxy-3-methanesulfonyl-quinolin-6-ylmethylene)-2-ethylsulfanyl-thiazol-4-one), C1(CC1)N (cyclopropylamine), C(C)(C)N(CC)C(C)C (DIEA). As a reaction SMILES: [CH2:1]([O:3][C:4]1[C:13]2[C:8](=[CH:9][CH:10]=[C:11]([CH:14]=[C:15]3[S:19][C:18](SCC)=[N:17][C:16]3=[O:23])[CH:12]=2)[N:7]=[CH:6][C:5]=1[S:24]([CH3:27])(=[O:26])=[O:25])[CH3:2].[CH:28]1([NH2:31])[CH2:30][CH2:29]1.C(N(C(C)C)CC)(C)C>>[CH:28]1([NH:31][C:18]2[S:19]/[C:15](=[CH:14]\[C:11]3[CH:12]=[C:13]4[C:8](=[CH:9][CH:10]=3)[N:7]=[CH:6][C:5]([S:24]([CH3:27])(=[O:26])=[O:25])=[C:4]4[O:3][CH2:1][CH3:2])/[C:16](=[O:23])[N:17]=2)[CH2:30][CH2:29]1. The product is C1(CC1)NC=1S\C(\C(N1)=O)=C/C=1C=C2C(=C(C=NC2=CC1)S(=O)(=O)C)OCC (2-cyclopropylamino-5-[1-(4-ethoxy-3-methanesulfonyl-quinolin-6-yl)-meth-(Z)-ylidene]-thiazol-4-one). Reported procedure: Similar procedure as described in example 41c was used, starting from 5-(4-ethoxy-3-methanesulfonyl-quinolin-6-ylmethylene)-2-ethylsulfanyl-thiazol-4-one (example 74e), cyclopropylamine, and DIEA (diisopropylethylamine) to give 2-cyclopropylamino-5-[1-(4-ethoxy-3-methanesulfonyl-quinolin-6-yl)-meth-(Z)-ylidene]-thiazol-4-one. LC-MS m/e 418 (MH+). Starting materials: CCCCC([Sn])=C(CCCC)CCCC, O=C(Nc1ccccc1)c1cn2cc(I)ccc2n1, CN(C)C=O, c1ccc(P(c2ccccc2)(c2ccccc2)[Pd](P(c2ccccc2)(c2ccccc2)c2ccccc2)(P(c2ccccc2)(c2ccccc2)c2ccccc2)P(c2ccccc2)(c2ccccc2)c2ccccc2)cc1. The product is C=Cc1ccc2nc(C(=O)Nc3ccccc3)cn2c1. As a reaction SMILES: [CH2:20]([CH2:21][CH2:33][CH3:34])[C:22]([Sn:23])=[C:24]([CH2:25][CH2:26][CH2:27][CH3:28])[CH2:29][CH2:30][CH2:31][CH3:32].[I:1][c:2]1[cH:3][cH:4][c:5]2[n:6]([cH:7]1)[cH:8][c:9]([C:11](=[O:12])[NH:13][c:14]1[cH:15][cH:16][cH:17][cH:18][cH:19]1)[n:10]2.[O:112]=[CH:113][N:114]([CH3:115])[CH3:116].[cH:35]1[cH:36][cH:37][c:38]([P:39]([Pd:40]([P:41]([c:42]2[cH:43][cH:44][cH:45][cH:46][cH:47]2)([c:48]2[cH:49][cH:50][cH:51][cH:52][cH:53]2)[c:54]2[cH:55][cH:56][cH:57][cH:58][cH:59]2)([P:60]([c:61]2[cH:62][cH:63][cH:64][cH:65][cH:66]2)([c:67]2[cH:68][cH:69][cH:70][cH:71][cH:72]2)[c:73]2[cH:74][cH:75][cH:76][cH:77][cH:78]2)[P:79]([c:80]2[cH:81][cH:82][cH:83][cH:84][cH:85]2)([c:86]2[cH:87][cH:88][cH:89][cH:90][cH:91]2)[c:92]2[cH:93][cH:94][cH:95][cH:96][cH:97]2)([c:98]2[cH:99][cH:100][cH:101][cH:102][cH:103]2)[c:104]2[cH:105][cH:106][cH:107][cH:108][cH:109]2)[cH:110][cH:111]1>>[c:2]1([CH:20]=[CH2:21])[cH:3][cH:4][c:5]2[n:6]([cH:7]1)[cH:8][c:9]([C:11](=[O:12])[NH:13][c:14]1[cH:15][cH:16][cH:17][cH:18][cH:19]1)[n:10]2.